This data is from the Open Reaction Database (ORD), a public repository of structured organic reaction records. The task is: describe an organic reaction: reactants, conditions, products, and yield The reactants are O (water), CN1CCC(CC1)=C1C2=C(CC(C=3SC=CC31)=O)C=CC=C2 (4-(1-methyl-4-piperidylidene)-4H-benzo[4,5]cyclohepta[1,2-b]thiophen-10(9H)-one), CI (methyl iodide), CC(C)(C)[O-].[K+] (potassium tert-butylate). Solvent: C1=CC=CC=C1 (benzene), C1CCCCC1 (cyclohexane). Conditions: time 1 hour. The product is CC1C2=C(C(C3=C(SC=C3)C1=O)=C1CCN(CC1)C)C=CC=C2 (9-methyl-4-(1-methyl-4-piperidylidene)-4H-benzo[4,5]cyclohepta[1,2-b]thiophene-10(9H)-one). Reaction SMILES: [CH3:1][N:2]1[CH2:7][CH2:6][C:5](=[C:8]2[C:17]3[CH:16]=[CH:15][S:14][C:13]=3[C:12](=[O:18])[CH2:11][C:10]3[CH:19]=[CH:20][CH:21]=[CH:22][C:9]2=3)[CH2:4][CH2:3]1.[CH3:23]C([O-])(C)C.[K+].CI.O>C1CCCCC1.C1C=CC=CC=1>[CH3:23][CH:11]1[C:12](=[O:18])[C:13]2[S:14][CH:15]=[CH:16][C:17]=2[C:8](=[C:5]2[CH2:4][CH2:3][N:2]([CH3:1])[CH2:7][CH2:6]2)[C:9]2[CH:22]=[CH:21][CH:20]=[CH:19][C:10]1=2 |f:1.2|. Reported procedure: 24.5 g of 4-(1-methyl-4-piperidylidene)-4H-benzo[4,5]cyclohepta[1,2-b]thiophen-10(9H)-one were dissolved in 750 ml of boiling cyclohexane. The mixture was cooled to 50° and whilst this temperature was maintained 10.7 g of potassium tert-butylate were added. The resulting suspension was cooled to 20°, and whilst this temperature was maintained 12.4 g of methyl iodide were slowly added dropwise. The mixture was stirred for a further 1 hour and then treated with 100 ml of water and 100 ml of benzen... The reactants are O=C([O-])[O-], SCCOCc1ccccc1, CO, O=C(CCl)c1ccc(F)cc1F, [K+], [K+]. Product: O=C(CSCCOCc1ccccc1)c1ccc(F)cc1F. RXN SMILES: [C:24](=[O:25])([O-:26])[O-:27].[CH2:13]([c:14]1[cH:15][cH:16][cH:17][cH:18][cH:19]1)[O:20][CH2:21][CH2:22][SH:23].[CH3:30][OH:31].[Cl:1][CH2:2][C:3](=[O:4])[c:5]1[c:6]([F:12])[cH:7][c:8]([F:11])[cH:9][cH:10]1.[K+:28].[K+:29]>>[CH2:2]([C:3](=[O:4])[c:5]1[c:6]([F:12])[cH:7][c:8]([F:11])[cH:9][cH:10]1)[S:23][CH2:22][CH2:21][O:20][CH2:13][c:14]1[cH:15][cH:16][cH:17][cH:18][cH:19]1. Reactants: FC=1C=C(C=CC1OC1=C2C(=NC=C1)C=C(S2)C=2N=CN(C2)CC)NC(C(=O)OCC)=O (Ethyl 2-(3-fluoro-4-(2-(1-ethyl-1H-imidazol-4-yl)thieno[3,2-b]pyridin-7-yloxy)phenylamino)-2-oxoacetate), FC=1C=C(C=CC1OC1=C2C(=NC=C1)C=C(S2)C2=CC(=C(C=C2)OCCN2CCOCC2)OC)NC(C(=O)NCCC2=C(C=CC=C2)OC)=O (N1-(3-Fluoro-4-(2-(3-methoxy-4-(2-morpholinoethoxy)phenyl)thieno[3,2-b]pyridin-7-yloxy)phenyl)-N2-(2-methoxyphenethyl)oxalamide). Product: C(C)N1C=NC(=C1)C1=CC2=NC=CC(=C2S1)OC1=C(C=C(C=C1)NC(C(=O)NCCC1=C(C=CC=C1)OC)=O)F (N1-(4-(2-(1-Ethyl-1H-imidazol-4-yl)thieno[3,2-b]pyridin-7-yloxy)-3-fluorophenyl)-N2-(2-methoxyphenethyl)oxalamide). The yield is 90.0%. As a reaction SMILES: [F:1][C:2]1[CH:3]=[C:4]([NH:25][C:26](=[O:32])[C:27](OCC)=[O:28])[CH:5]=[CH:6][C:7]=1[O:8][C:9]1[CH:14]=[CH:13][N:12]=[C:11]2[CH:15]=[C:16]([C:18]3[N:19]=[CH:20][N:21]([CH2:23][CH3:24])[CH:22]=3)[S:17][C:10]=12.FC1C=C(NC(=O)C([NH:71][CH2:72][CH2:73][C:74]2[CH:79]=[CH:78][CH:77]=[CH:76][C:75]=2[O:80][CH3:81])=O)C=CC=1OC1C=CN=C2C=C(C3C=CC(OCCN4CCOCC4)=C(OC)C=3)SC=12>>[CH2:23]([N:21]1[CH:22]=[C:18]([C:16]2[S:17][C:10]3[C:11](=[N:12][CH:13]=[CH:14][C:9]=3[O:8][C:7]3[CH:6]=[CH:5][C:4]([NH:25][C:26](=[O:32])[C:27]([NH:71][CH2:72][CH2:73][C:74]4[CH:79]=[CH:78][CH:77]=[CH:76][C:75]=4[O:80][CH3:81])=[O:28])=[CH:3][C:2]=3[F:1])[CH:15]=2)[N:19]=[CH:20]1)[CH3:24]. Reported procedure: Starting from the amino ester 142 and following the same procedure as described for the synthesis of compound 136 (example 52, scheme 40), title compound 141 was obtained as white solid in 90% yield. 1H NMR (DMSO-d6) δ (ppm): 11.04 (s, 1H), 9.06 (t, J=6.4 Hz, 1H), 8.43 (d, J=5.6 Hz, 1H), 8.02 (dd, J=2.4 and 12.8 Hz, 1H), 7.97 (d, J=1.2 Hz, 1H), 7.84-7.78 (m, 1H), 7.79 (d, J=1.2 Hz, 1H), 7.67 (s, 1H), 7.52 (t, J=5.2 Hz, 1H), 7.20 (td, J=1.6 and 8.0 Hz, 1H), 7.14 (dd, J=1.6 and 7.2 Hz, 1H), 6.96 (... Product: COCCCN1CCC(CC1)C(=O)OCC (ethyl 1-(3-methoxy propyl)piperidin-4-carboxylate). Reported procedure: To a stirred solution of ethyl isonipecotate (22.0 grams, 140 mmol) in acetonitrile (250 mL) at room temperature was added cesium carbonate (97 grams, 298 mmol) followed by 1-bromo-3-methoxypropane (20 mL, 154 mmol) and the reaction mixture was heated to reflux for 4 hours. The reaction mixture was cooled to room temperature and filtered through a small pad of celite. The volatiles were removed under reduced pressure to obtain ethyl 1-(3-methoxy propyl)piperidin-4-carboxylate (31.0 grams). The solvent is C(C)#N (acetonitrile). As a reaction SMILES: [NH:1]1[CH2:11][CH2:10][CH:4]([C:5]([O:7][CH2:8][CH3:9])=[O:6])[CH2:3][CH2:2]1.C(=O)([O-])[O-].[Cs+].[Cs+].Br[CH2:19][CH2:20][CH2:21][O:22][CH3:23]>C(#N)C>[CH3:23][O:22][CH2:21][CH2:20][CH2:19][N:1]1[CH2:2][CH2:3][CH:4]([C:5]([O:7][CH2:8][CH3:9])=[O:6])[CH2:10][CH2:11]1 |f:1.2.3|. The reactants are N1CCC(C(=O)OCC)CC1 (ethyl isonipecotate), C([O-])([O-])=O.[Cs+].[Cs+] (cesium carbonate), BrCCCOC (1-bromo-3-methoxypropane). The yield is 96.6%.